The task is: describe an organic reaction: reactants, conditions, products, and yield. This data is from the Open Reaction Database (ORD), a public repository of structured organic reaction records. Starting materials: C1(=CC=CC=C1)S(=O)(=O)N1C(=CC=2C1=NC=CC2)\C(=C/C2CC1(OCCO1)CC2)\C2=CC=C(C=C2)S(=O)(=O)C ((Z)-1-benzenesulfonyl-2-[2-(1,4-dioxa-spiro[4.4]non-7-yl)-1-(4-methanesulfonyl-phenyl)-vinyl]-1H-pyrrolo[2,3-b]pyridine), [OH-].[Na+] (sodium hydroxide). RXN SMILES: C1(S([N:10]2[C:14]3=[N:15][CH:16]=[CH:17][CH:18]=[C:13]3[CH:12]=[C:11]2/[C:19](/[C:30]2[CH:35]=[CH:34][C:33]([S:36]([CH3:39])(=[O:38])=[O:37])=[CH:32][CH:31]=2)=[CH:20]\[CH:21]2[CH2:29][CH2:28][C:23]3([O:27][CH2:26][CH2:25][O:24]3)[CH2:22]2)(=O)=O)C=CC=CC=1.[OH-].[Na+]>C(O)C.O1CCCC1.ClCCl>[O:24]1[C:23]2([CH2:28][CH2:29][CH:21](/[CH:20]=[C:19](\[C:11]3[NH:10][C:14]4=[N:15][CH:16]=[CH:17][CH:18]=[C:13]4[CH:12]=3)/[C:30]3[CH:35]=[CH:34][C:33]([S:36]([CH3:39])(=[O:38])=[O:37])=[CH:32][CH:31]=3)[CH2:22]2)[O:27][CH2:26][CH2:25]1 |f:1.2|. Procedure: A mixture of (Z)-1-benzenesulfonyl-2-[2-(1,4-dioxa-spiro[4.4]non-7-yl)-1-(4-methanesulfonyl-phenyl)-vinyl]-1H-pyrrolo[2,3-b]pyridine (800 mg, 1.42 mmol) in ethanol (24 mL), tetrahydrofuran (16 mL) and an aqueous sodium hydroxide solution (10%, 4 mL) was heated at 45° C. for 3 h. The mixture was diluted with dichloromethane (50 mL), washed with water, dried over anhydrous sodium sulfate and then concentrated in vacuo to afford (Z)-2-[2-(1,4-dioxa-spiro[4.4]non-7-yl)-1-(4-methanesulfonyl-phenyl)-v... The solvent is ClCCl (dichloromethane), C(C)O (ethanol), O1CCCC1 (tetrahydrofuran). The yield is 94.6%. The product is O1CCOC12CC(CC2)\C=C(\C2=CC=C(C=C2)S(=O)(=O)C)/C2=CC=1C(=NC=CC1)N2 ((Z)-2-[2-(1,4-dioxa-spiro[4.4]non-7-yl)-1-(4-methanesulfonyl-phenyl)-vinyl]-1H-pyrrolo[2,3-b]pyridine).